This data is from the Open Reaction Database (ORD), a public repository of structured organic reaction records. The task is: describe an organic reaction: reactants, conditions, products, and yield The reactants are COC1=CC=C(C=N1)NC1=NC=C(C=O)C=C1C1=C2N=CN(C2=NC(=N1)C)C1OCCCC1 (6-(6-Methoxypyridin-3-ylamino)-5-(2-methyl-9-(tetrahydro-2H-pyran-2-yl)-9H-purin-6-yl)nicotinaldehyde), C(Cl)Cl (DCM), Ti(OiPr4), COC=1C=C(N)C=CC1 (3-methoxyaniline), [BH4-].[Na+] (sodium borohydride), COC=1C=C(N)C=CC1 (3-methoxyaniline). The reagents and catalysts are C(C)(C)O[Ti](OC(C)C)(OC(C)C)OC(C)C (tetraisopropoxytitanium). Solvent: C(C)O (ethanol), CO (MeOH). Reaction conditions: time 8 hour. Yields the product COC=1C=C(C=CC1)NCC=1C=C(C(=NC1)NC=1C=NC(=CC1)OC)C1=C2N=CNC2=NC(=N1)C (5-((3-methoxyphenylamino)methyl)-N-(6-methoxypyridin-3-yl)-3-(2-methyl-9H-purin-6-yl)pyridin-2-amine). Isolated yield 80.8%. As a reaction SMILES: [CH3:1][O:2][C:3]1[N:8]=[CH:7][C:6]([NH:9][C:10]2[C:17]([C:18]3[N:26]=[C:25]([CH3:27])[N:24]=[C:23]4[C:19]=3[N:20]=[CH:21][N:22]4C3CCCCO3)=[CH:16][C:13]([CH:14]=O)=[CH:12][N:11]=2)=[CH:5][CH:4]=1.[CH3:34][O:35][C:36]1[CH:37]=[C:38]([CH:40]=[CH:41][CH:42]=1)[NH2:39].C(Cl)Cl.[BH4-].[Na+]>C(O)C.C(O[Ti](OC(C)C)(OC(C)C)OC(C)C)(C)C.CO>[CH3:34][O:35][C:36]1[CH:37]=[C:38]([NH:39][CH2:14][C:13]2[CH:16]=[C:17]([C:18]3[N:26]=[C:25]([CH3:27])[N:24]=[C:23]4[C:19]=3[N:20]=[CH:21][NH:22]4)[C:10]([NH:9][C:6]3[CH:7]=[N:8][C:3]([O:2][CH3:1])=[CH:4][CH:5]=3)=[N:11][CH:12]=2)[CH:40]=[CH:41][CH:42]=1 |f:3.4|. Procedure details: 6-(6-Methoxypyridin-3-ylamino)-5-(2-methyl-9-(tetrahydro-2H-pyran-2-yl)-9H-purin-6-yl)nicotinaldehyde (191.7 mg, 0.4303 mmol) was suspended in ethanol (4.0 mL) and tetraisopropoxytitanium (0.26 mL, 0.878 mmol) and 3-methoxyaniline (0.080 mL, 0.716 mmol) were added. The reaction was stirred under nitrogen at room temperature overnight, and then more DCM (about 3 mL) was added, along with more Ti(OiPr4) (0.13 mL, 0.44 mmol) and 3-methoxyaniline (0.050 mL, 0.45 mmol). Stirring was continued overnig... The reactants are FC=1C=C(C=CC1)[C@@H]1COCC(N1)=S ((R)-5-(3-fluoro-phenyl)-morpholine-3-thione), O(S(=O)(=O)C(F)(F)F)C (methyl triflate). Run in C(Cl)Cl (methylene chloride). Reaction conditions: time 30 minute. Product: FC=1C=C(C=CC1)[C@@H]1COCC(=N1)SC ((R)-3-(3-fluoro-phenyl)-5-methylsulfanyl-3,6-dihydro-2H-[1,4]oxazine), [O-]S(=O)(=O)C(F)(F)F (triflate). RXN SMILES: [F:1][C:2]1[CH:3]=[C:4]([C@H:8]2[NH:13][C:12](=[S:14])[CH2:11][O:10][CH2:9]2)[CH:5]=[CH:6][CH:7]=1.[O:15](C)[S:16]([C:19]([F:22])([F:21])[F:20])(=[O:18])=[O:17]>C(Cl)Cl>[F:1][C:2]1[CH:3]=[C:4]([C@H:8]2[N:13]=[C:12]([S:14][CH3:19])[CH2:11][O:10][CH2:9]2)[CH:5]=[CH:6][CH:7]=1.[O-:18][S:16]([C:19]([F:22])([F:21])[F:20])(=[O:17])=[O:15]. Procedure: To a room temperature solution of (R)-5-(3-fluoro-phenyl)-morpholine-3-thione (128 mg, 0.61 mmol) in methylene chloride (5 mL) under N2 atmosphere was added methyl triflate (0.2 mL, 1.77 mmol). The reaction mixture was stirred at room temperature for 30 minutes, then concentrated under reduced pressure to give crude (R)-3-(3-fluoro-phenyl)-5-methylsulfanyl-3,6-dihydro-2H-[1,4]oxazine as a triflate salt, which was used directly without further purification. Starting materials: C(C)OCC (diethyl ether), NC1=CC(=C(OC2=CC(=NC=C2)NC(=O)N2CCC(CC2)CN2CCC2)C=C1)F (4-(azetidin-1-ylmethyl)piperidine-1-carboxylic acid [4-(4-amino-2-fluorophenoxy)pyridin-2-yl]amide), C1(=CC=CC=C1)CC(=O)N=C=O (2-phenylacetyl isocyanate). Run in CCCCCC (hexane), CN(C=O)C (N,N-dimethylformamide), CCCCCC (hexane). Conditions: time 1 hour. Product: FC1=C(OC2=CC(=NC=C2)NC(=O)N2CCC(CC2)CN2CCC2)C=CC(=C1)NC(=O)NC(CC1=CC=CC=C1)=O (4-(Azetidin-1-ylmethyl)piperidine-1-carboxylic acid {4-[2-fluoro-4-(3-phenylacetylureido)phenoxy]pyridin-2-yl}amide). As a reaction SMILES: [NH2:1][C:2]1[CH:28]=[CH:27][C:5]([O:6][C:7]2[CH:12]=[CH:11][N:10]=[C:9]([NH:13][C:14]([N:16]3[CH2:21][CH2:20][CH:19]([CH2:22][N:23]4[CH2:26][CH2:25][CH2:24]4)[CH2:18][CH2:17]3)=[O:15])[CH:8]=2)=[C:4]([F:29])[CH:3]=1.[C:30]1([CH2:36][C:37]([N:39]=[C:40]=[O:41])=[O:38])[CH:35]=[CH:34][CH:33]=[CH:32][CH:31]=1.C(OCC)C>CN(C)C=O.CCCCCC>[F:29][C:4]1[CH:3]=[C:2]([NH:1][C:40]([NH:39][C:37](=[O:38])[CH2:36][C:30]2[CH:31]=[CH:32][CH:33]=[CH:34][CH:35]=2)=[O:41])[CH:28]=[CH:27][C:5]=1[O:6][C:7]1[CH:12]=[CH:11][N:10]=[C:9]([NH:13][C:14]([N:16]2[CH2:21][CH2:20][CH:19]([CH2:22][N:23]3[CH2:24][CH2:25][CH2:26]3)[CH2:18][CH2:17]2)=[O:15])[CH:8]=1. Reported procedure: To a solution of 4-(azetidin-1-ylmethyl)piperidine-1-carboxylic acid [4-(4-amino-2-fluorophenoxy)pyridin-2-yl]amide (30 mg) in N,N-dimethylformamide (1 ml) was added a solution of 0.25 M 2-phenylacetyl isocyanate in hexane (0.901 ml) under a nitrogen atmosphere, followed by stirring for 1 hr. The reaction mixture was partitioned between ethyl acetate (100 ml) and a saturated aqueous solution of sodium hydrogencarbonate (50 ml). The organic layer was washed with a saturated aqueous solution of so... Starting materials: FC1=C(C=CC(=C1)F)N1N=C(CC1C1=CC=C(C=C1)B1OC(C(O1)(C)C)(C)C)C(O)(C(F)(F)F)C(F)(F)F (1-(2,4-difluoro-phenyl)-5-[4-(4,4,5,5-tetramethyl-1,3,2-dioxaborolan-2-yl)-phenyl]-3-[di-(trifluoromethyl)-hydroxy-methyl]-4,5-dihydro-1H-pyrazole), C([O-])([O-])=O.[Na+].[Na+] (sodium carbonate), BrC=1C(=NC=CC1)C (3-bromo-2-methylpyridine), COCCOC (1,2-dimethoxyethane). Reagents/catalysts: C=1C=CC(=CC1)[P](C=2C=CC=CC2)(C=3C=CC=CC3)[Pd]([P](C=4C=CC=CC4)(C=5C=CC=CC5)C=6C=CC=CC6)([P](C=7C=CC=CC7)(C=8C=CC=CC8)C=9C=CC=CC9)[P](C=1C=CC=CC1)(C=1C=CC=CC1)C=1C=CC=CC1 (Pd(PPh3)4). Solvent: C(C)O (ethanol), O (water). Run at temperature 88 celsius, time 2 hour. The product is FC1=C(C=CC(=C1)F)N1N=C(CC1C1=CC=C(C=C1)C=1C(=NC=CC1)C)C(O)(C(F)(F)F)C(F)(F)F (1-(2,4-difluoro-phenyl)-5-(4-(2-methyl-pyridin-3-yl)-phenyl)-3-[di-(trifluoromethyl)-hydroxy-methyl]-4,5-dihydro-1H-pyrazole). Isolated yield 9.1%. RXN SMILES: Br[C:2]1[C:3]([CH3:8])=[N:4][CH:5]=[CH:6][CH:7]=1.COCCOC.[F:15][C:16]1[CH:21]=[C:20]([F:22])[CH:19]=[CH:18][C:17]=1[N:23]1[CH:27]([C:28]2[CH:33]=[CH:32][C:31](B3OC(C)(C)C(C)(C)O3)=[CH:30][CH:29]=2)[CH2:26][C:25]([C:43]([C:49]([F:52])([F:51])[F:50])([C:45]([F:48])([F:47])[F:46])[OH:44])=[N:24]1.C(=O)([O-])[O-].[Na+].[Na+]>C1C=CC([P]([Pd]([P](C2C=CC=CC=2)(C2C=CC=CC=2)C2C=CC=CC=2)([P](C2C=CC=CC=2)(C2C=CC=CC=2)C2C=CC=CC=2)[P](C2C=CC=CC=2)(C2C=CC=CC=2)C2C=CC=CC=2)(C2C=CC=CC=2)C2C=CC=CC=2)=CC=1.O.C(O)C>[F:15][C:16]1[CH:21]=[C:20]([F:22])[CH:19]=[CH:18][C:17]=1[N:23]1[CH:27]([C:28]2[CH:29]=[CH:30][C:31]([C:2]3[C:3]([CH3:8])=[N:4][CH:5]=[CH:6][CH:7]=3)=[CH:32][CH:33]=2)[CH2:26][C:25]([C:43]([C:49]([F:52])([F:51])[F:50])([C:45]([F:46])([F:47])[F:48])[OH:44])=[N:24]1 |f:3.4.5,^1:62,64,83,102|. Procedure details: To 3-bromo-2-methylpyridine (25.0 mg, 0.14 mmol), were added 1,2-dimethoxyethane (1.5 mL) and Pd(PPh3)4 (8.5 mg, cat.). To the reaction mixture, were added 1-(2,4-difluoro-phenyl)-5-[4-(4,4,5,5-tetramethyl-1,3,2-dioxaborolan-2-yl)-phenyl]-3-[di-(trifluoromethyl)-hydroxy-methyl]-4,5-dihydro-1H-pyrazole (40.0 mg, 0.07 mmol) prepared in Step 1, ethanol 364.0 uL, and a 2N sodium carbonate solution (364.0 uL). The reaction mixture was stirred at 88° C. for 2 hours. Distilled water was added to the re... Starting materials: CC(C)(C)[Si](C)(C)Cl, Cc1ccc(C(C)(C)CO)cc1, CN(C)C=O, O, c1c[nH]cn1. The product is Cc1ccc(C(C)(C)CO[Si](C)(C)C(C)(C)C)cc1. RXN SMILES: [C:18]([CH3:19])([CH3:20])([CH3:21])[Si:22]([CH3:23])([CH3:24])[Cl:25].[CH3:1][C:2]([CH2:3][OH:4])([CH3:5])[c:6]1[cH:7][cH:8][c:9]([CH3:12])[cH:10][cH:11]1.[O:27]=[CH:28][N:29]([CH3:30])[CH3:31].[OH2:26].[nH:13]1[cH:14][cH:15][n:16][cH:17]1>>[CH3:1][C:2]([CH2:3][O:4][Si:22]([C:18]([CH3:19])([CH3:20])[CH3:21])([CH3:23])[CH3:24])([CH3:5])[c:6]1[cH:7][cH:8][c:9]([CH3:12])[cH:10][cH:11]1. The reactants are C(C)OC=1C(=CC=2C(=CCC(C2C1)(C)C)CC)/C(=C(\C(=O)OCC)/F)/CC (ethyl (2E)-3-(3-ethoxy-8-ethyl-5,5-dimethyl-5,6-dihydro-naphthalen-2-yl)-2-fluoro-pent-2-enoate), [H-].C(C(C)C)[Al+]CC(C)C (diisobutylaluminum hydride). The solvent is C1(=CC=CC=C1)C (toluene). Yields the product C(C)OC=1C(=CC=2C(=CCC(C2C1)(C)C)CC)/C(=C(\CO)/F)/CC ((2E)-3-(3-Ethoxy-8-ethyl-5,5-dimethyl-5,6-dihydro-naphthalen-2-yl)-2-fluoro-pent-2-en-1-ol). Reaction SMILES: [CH2:1]([O:3][C:4]1[C:5](/[C:18](/[CH2:26][CH3:27])=[C:19](/[F:25])\[C:20](OCC)=[O:21])=[CH:6][C:7]2[C:8]([CH2:16][CH3:17])=[CH:9][CH2:10][C:11]([CH3:15])([CH3:14])[C:12]=2[CH:13]=1)[CH3:2].[H-].C([Al+]CC(C)C)C(C)C>C1(C)C=CC=CC=1>[CH2:1]([O:3][C:4]1[C:5](/[C:18](/[CH2:26][CH3:27])=[C:19](/[F:25])\[CH2:20][OH:21])=[CH:6][C:7]2[C:8]([CH2:16][CH3:17])=[CH:9][CH2:10][C:11]([CH3:15])([CH3:14])[C:12]=2[CH:13]=1)[CH3:2] |f:1.2|. Procedure: Following General Procedure G-1, ethyl (2E)-3-(3-ethoxy-8-ethyl-5,5-dimethyl-5,6-dihydro-naphthalen-2-yl)-2-fluoro-pent-2-enoate (Compound A-42, 42 mg, 0.11 mmol) in toluene (2 mL) and diisobutylaluminum hydride (1.0 M in hexane, 0.48 mL, 0.48 mmol) were reacted to give the title compound after purification by flash chromatography (silica gel, 2.5% ethyl acetate in hexanes). Starting materials: CC(=O)Nc1ccc(O)cc1, C1CCOC1, CCOC(C)=O, [Cl-], CS(=O)(=O)c1nc(Cl)cc(Cl)n1, [H-], [NH4+], [Na+]. Product: CC(=O)Nc1ccc(Oc2nc(Cl)cc(Cl)n2)cc1. Reaction SMILES: [C:1]([CH3:2])(=[O:3])[NH:4][c:5]1[cH:6][cH:7][c:8]([OH:11])[cH:9][cH:10]1.[CH2:26]1[O:27][CH2:28][CH2:29][CH2:30]1.[CH3:33][CH2:34][O:35][C:36]([CH3:37])=[O:38].[Cl-:31].[Cl:14][c:15]1[n:16][c:17]([S:22]([CH3:23])(=[O:24])=[O:25])[n:18][c:19]([Cl:21])[cH:20]1.[H-:12].[NH4+:32].[Na+:13]>>[C:1]([CH3:2])(=[O:3])[NH:4][c:5]1[cH:6][cH:7][c:8]([O:11][c:17]2[n:16][c:15]([Cl:14])[cH:20][c:19]([Cl:21])[n:18]2)[cH:9][cH:10]1. Product: CC(C)(O)C(N)c1ccc(F)cc1. The reactants are CO, ClCCl, CC(C)(O)C(NC(=O)C(F)(F)F)c1ccc(F)cc1, [K+], [OH-], O. RXN SMILES: [CH3:26][OH:27].[Cl:23][CH2:24][Cl:25].[F:1][C:2]([F:3])([F:4])[C:18]([NH:5][CH:6]([C:7]([CH3:8])([CH3:9])[OH:10])[c:11]1[cH:12][cH:13][c:14]([F:17])[cH:15][cH:16]1)=[O:19].[K+:21].[OH-:20].[OH2:22]>>[NH2:5][CH:6]([C:7]([CH3:8])([CH3:9])[OH:10])[c:11]1[cH:12][cH:13][c:14]([F:17])[cH:15][cH:16]1. The product is CNC(=O)Nc1cc(C(C)(C)C)no1. Reactants: CC(C)(C)c1cc(N=C=O)on1, CN, Cc1ccccc1. Reaction SMILES: [C:1]([CH3:2])([CH3:3])([CH3:4])[c:5]1[n:6][o:7][c:8]([N:10]=[C:11]=[O:12])[cH:9]1.[CH3:13][NH2:14].[CH3:15][c:16]1[cH:17][cH:18][cH:19][cH:20][cH:21]1>>[C:1]([CH3:2])([CH3:3])([CH3:4])[c:5]1[n:6][o:7][c:8]([NH:10][C:11](=[O:12])[NH:14][CH3:13])[cH:9]1.